This data is from the Open Reaction Database (ORD), a public repository of structured organic reaction records. The task is: describe an organic reaction: reactants, conditions, products, and yield Yields the product COC1=C(C=C(C=C1)C=CC1=CC(=C(C(=C1)OC)OC)OC)[N+](=O)[O-] (2-methoxy-5-[2-(3,4,5-trimethoxyphenyl)vinyl]nitrobenzene). The reactants are C(C)(=O)O (Acetic acid), COC=1C=C(C=O)C=C(C1OC)OC (3,4,5-Trimethoxybenzaldehyde), [Br-].[N+](=O)([O-])C=1C=C(C[P+](C2=CC=CC=C2)(C2=CC=CC=C2)C2=CC=CC=C2)C=CC1OC ((3-Nitro-4-methoxybenzyl)triphenylphosphonium bromide), C[O-].[Na+] (sodium methoxide). Solvent: C1(=CC=CC=C1)C (toluene), CO (methanol). Procedure details: 3,4,5-Trimethoxybenzaldehyde (5, 54.7 g), (4-methoxy-3-nitrobenzyl)triphenylphosphonium bromide (4, 148.6 g) and 1300 ml of toluene are charged, at 20° C. and under nitrogen, into a 2 litre three-necked flask equipped with a mechanical stirrer, a thermometer, a T piece, a dropping funnel and a reflux condenser surmounted by a bubble counter. The stirred suspension is cooled to 5° C. using an ice bath and then 63.2 g of a 25% w/w solution of sodium methoxide in methanol are added at 5° C. over 40... Yield: 95.2%. Run at temperature 5 celsius, time 1 hour. Reaction SMILES: [CH3:1][O:2][C:3]1[CH:4]=[C:5]([CH:8]=[C:9]([O:13][CH3:14])[C:10]=1[O:11][CH3:12])[CH:6]=O.[Br-].[N+:16]([C:19]1[CH:20]=[C:21]([CH:42]=[CH:43][C:44]=1[O:45][CH3:46])[CH2:22][P+](C1C=CC=CC=1)(C1C=CC=CC=1)C1C=CC=CC=1)([O-:18])=[O:17].C[O-].[Na+].C(O)(=O)C>CO.C1(C)C=CC=CC=1>[CH3:46][O:45][C:44]1[CH:43]=[CH:42][C:21]([CH:22]=[CH:6][C:5]2[CH:4]=[C:3]([O:2][CH3:1])[C:10]([O:11][CH3:12])=[C:9]([O:13][CH3:14])[CH:8]=2)=[CH:20][C:19]=1[N+:16]([O-:18])=[O:17] |f:1.2,3.4|. Reactants: C(=O)O (formic acid), OC1=C(C(=O)OCC)C=C(C=C1)C#CC1=CC=C(C=C1)S(=O)(=O)NC1=NOC(=C1)C (Ethyl 2-hydroxy-5-[[4-[(5-methyl-3-isoxazolyl)aminosulfonyl]-phenyl]ethynyl]benzoate), [OH-].[K+] (potassium hydroxide), C(C)O (ethanol). Run in O (water). Reaction conditions: time 5 minute. Yields the product OC1=C(C(=O)O)C=C(C=C1)C#CC1=CC=C(C=C1)S(=O)(=O)NC1=NOC(=C1)C (2-Hydroxy-5-[[4-[(5-methyl-3-isoxazolyl)aminosulfonyl]phenyl]-ethynyl]benzoic acid). RXN SMILES: [OH:1][C:2]1[CH:12]=[CH:11][C:10]([C:13]#[C:14][C:15]2[CH:20]=[CH:19][C:18]([S:21]([NH:24][C:25]3[CH:29]=[C:28]([CH3:30])[O:27][N:26]=3)(=[O:23])=[O:22])=[CH:17][CH:16]=2)=[CH:9][C:3]=1[C:4]([O:6]CC)=[O:5].[OH-].[K+].C(O)C.C(O)=O>O>[OH:1][C:2]1[CH:12]=[CH:11][C:10]([C:13]#[C:14][C:15]2[CH:20]=[CH:19][C:18]([S:21]([NH:24][C:25]3[CH:29]=[C:28]([CH3:30])[O:27][N:26]=3)(=[O:23])=[O:22])=[CH:17][CH:16]=2)=[CH:9][C:3]=1[C:4]([OH:6])=[O:5] |f:1.2|. Procedure: Ethyl 2-hydroxy-5-[[4-[(5-methyl-3-isoxazolyl)aminosulfonyl]-phenyl]ethynyl]benzoate (1.5 g) was added to a boiling solution of potassium hydroxide (6 g, 92 mmol) in water (100 ml). After 5 min, ethanol (25 ml) was added and the solution acidified with formic acid. The precipitate was collected by filtration, washed with water and dried. Yield 1.4 g, quantitative. Reactants: ClC1=CC=C(C=C1)C1=NOC2=C1CC(CC2)(C(=O)O)C(=O)O (3-(4-chlorophenyl)-4,5,6,7-tetrahydro-1,2-benzisoxazole-5,5-dicarboxylic acid). Run in C(C)O (ethanol). The product is ClC1=CC=C(C=C1)C1=NOC2=C1CC(CC2)C(=O)O (3-(4-chlorophenyl)-4,5,6,7-tetrahydro-1,2-benzisoxazole-5-carboxylic acid). Yield: 77.6%. As a reaction SMILES: [Cl:1][C:2]1[CH:7]=[CH:6][C:5]([C:8]2[C:12]3[CH2:13][C:14](C(O)=O)([C:17]([OH:19])=[O:18])[CH2:15][CH2:16][C:11]=3[O:10][N:9]=2)=[CH:4][CH:3]=1>C(O)C>[Cl:1][C:2]1[CH:3]=[CH:4][C:5]([C:8]2[C:12]3[CH2:13][CH:14]([C:17]([OH:19])=[O:18])[CH2:15][CH2:16][C:11]=3[O:10][N:9]=2)=[CH:6][CH:7]=1. Reported procedure: 1 g of 3-(4-chlorophenyl)-4,5,6,7-tetrahydro-1,2-benzisoxazole-5,5-dicarboxylic acid was heated to 200°-210° C. for 5 minutes until effervescence had ceased. The residue was dissolved in ethanol and there was obtained from the solution 0.67 g of 3-(4-chlorophenyl)-4,5,6,7-tetrahydro-1,2-benzisoxazole-5-carboxylic acid of melting point 203°-205° C.